Dataset: the Open Reaction Database (ORD), a public repository of structured organic reaction records. Task: describe an organic reaction: reactants, conditions, products, and yield The reactants are CCO, CCOC(=O)CP(=O)(OCC)OCC, [Na+], [OH-]. Yields the product CCOP(=O)(CC(=O)O)OCC. Reaction SMILES: [CH3:17][CH2:18][OH:19].[CH3:1][CH2:2][O:3][C:4](=[O:5])[CH2:6][P:7](=[O:8])([O:9][CH2:10][CH3:11])[O:12][CH2:13][CH3:14].[Na+:16].[OH-:15]>>[O:3]=[C:4]([OH:5])[CH2:6][P:7](=[O:8])([O:9][CH2:10][CH3:11])[O:12][CH2:13][CH3:14]. The solvent is O1CCOCC1.O (1,4-dioxane H2O). RXN SMILES: C[O:2][C:3](=[O:26])[CH2:4][C:5]1[CH:10]=[CH:9][CH:8]=[C:7]([O:11][C:12]2[CH:17]=[CH:16][C:15]([Br:18])=[CH:14][C:13]=2[CH2:19][N:20]2[CH2:24][CH2:23][O:22][C:21]2=[O:25])[CH:6]=1.[OH-].[Li+].Cl>O1CCOCC1.O>[Br:18][C:15]1[CH:16]=[CH:17][C:12]([O:11][C:7]2[CH:6]=[C:5]([CH2:4][C:3]([OH:26])=[O:2])[CH:10]=[CH:9][CH:8]=2)=[C:13]([CH2:19][N:20]2[CH2:24][CH2:23][O:22][C:21]2=[O:25])[CH:14]=1 |f:1.2,4.5|. Starting materials: COC(CC1=CC(=CC=C1)OC1=C(C=C(C=C1)Br)CN1C(OCC1)=O)=O ({3-[4-bromo-2-(2-oxo-oxazolidin-3-ylmethyl)-phenoxy]-phenyl}-acetic acid methyl ester), [OH-].[Li+] (lithium hydroxide), Cl (HCl). The yield is 100.5%. Procedure: To {3-[4-bromo-2-(2-oxo-oxazolidin-3-ylmethyl)-phenoxy]-phenyl}-acetic acid methyl ester (0.2 g, 0.49 mmol) in 1,4-dioxane:H2O (2:1) was added 1N aqueous lithium hydroxide (10 eq), and the reaction was stirred overnight at room temperature. The pH was adjusted to pH 6 with 10% aqueous HCl, and the mixture was extracted with EtOAc. The crude material was purified by silica gel chromatography (0-100% EtOAc in hexanes) to give the desired product (0.2 g) The product is BrC1=CC(=C(OC=2C=C(C=CC2)CC(=O)O)C=C1)CN1C(OCC1)=O ({3-[4-Bromo-2-(2-oxo-oxazolidin-3-ylmethyl)-phenoxy]-phenyl}-acetic acid). Reaction conditions: time 8 hour.